This data is from the Open Reaction Database (ORD), a public repository of structured organic reaction records. The task is: describe an organic reaction: reactants, conditions, products, and yield Reaction SMILES: C1(C)C=CC=CC=1.C(=O)([O-])[O-].[Na+].[Na+].Br[C:15]1[CH:39]=[CH:38][C:18]([O:19][CH2:20][CH:21]([O:30][Si:31]([C:34]([CH3:37])([CH3:36])[CH3:35])([CH3:33])[CH3:32])[CH2:22][CH2:23][C:24]2[CH:25]=[N:26][CH:27]=[CH:28][CH:29]=2)=[CH:17][CH:16]=1.[F:40][C:41]1[CH:42]=[C:43](B(O)O)[CH:44]=[CH:45][CH:46]=1>C1C=CC([P]([Pd]([P](C2C=CC=CC=2)(C2C=CC=CC=2)C2C=CC=CC=2)([P](C2C=CC=CC=2)(C2C=CC=CC=2)C2C=CC=CC=2)[P](C2C=CC=CC=2)(C2C=CC=CC=2)C2C=CC=CC=2)(C2C=CC=CC=2)C2C=CC=CC=2)=CC=1.C(O)C>[F:40][C:41]1[CH:46]=[C:45]([C:15]2[CH:39]=[CH:38][C:18]([O:19][CH2:20][CH:21]([O:30][Si:31]([C:34]([CH3:37])([CH3:36])[CH3:35])([CH3:33])[CH3:32])[CH2:22][CH2:23][C:24]3[CH:25]=[N:26][CH:27]=[CH:28][CH:29]=3)=[CH:17][CH:16]=2)[CH:44]=[CH:43][CH:42]=1 |f:1.2.3,^1:53,55,74,93|. The reactants are C1(=CC=CC=C1)C (toluene), FC=1C=C(C=CC1)B(O)O (3-fluorobenzeneboronic acid), C([O-])([O-])=O.[Na+].[Na+] (sodium carbonate), BrC1=CC=C(OCC(CCC=2C=NC=CC2)O[Si](C)(C)C(C)(C)C)C=C1 ((±)-3-(4(4-bromophenoxy)-3-(tert-butyldimethylsilyloxy)butyl)pyridine). Yield: 60.7%. Yields the product FC=1C=C(C=CC1)C1=CC=C(C=C1)OCC(CCC=1C=NC=CC1)O[Si](C)(C)C(C)(C)C ((±)-1-(3'-Fluorobiphenyl-4-yloxy)-4-(3-pyridyl)-2-(tert-butyldimethylsilyloxy)butane). Procedure: Prepared according to the method described in Example 33a) from toluene (5 ml), aqueous sodium carbonate (2 M, 2.2 ml), (±)-3-(4(4-bromophenoxy)-3-(tert-butyldimethylsilyloxy)butyl)pyridine (0.79 g), ethanol (1.3 ml), 3-fluorobenzeneboronic acid (0.25 g) and tetrakis(triphenylphosphine)palladium(0) (72 mg) with heating at 120° C. for 6 hours. The residue obtained after work up was purified by column chromatography over silica to give the sub-title compound as an oil (0.49 g). Run in C(C)O (ethanol). Reagents/catalysts: C=1C=CC(=CC1)[P](C=2C=CC=CC2)(C=3C=CC=CC3)[Pd]([P](C=4C=CC=CC4)(C=5C=CC=CC5)C=6C=CC=CC6)([P](C=7C=CC=CC7)(C=8C=CC=CC8)C=9C=CC=CC9)[P](C=1C=CC=CC1)(C=1C=CC=CC1)C=1C=CC=CC1 (tetrakis(triphenylphosphine)palladium(0)). Conditions: temperature 120 celsius. The reactants are ClC1=NC(=NC(=C1C(=O)OCC)Cl)SC (ethyl 4,6-dichloro-2-(methylthio)pyrimidine-5-carboxylate), C(C)(C)N(CC)C(C)C (diisopropylethylamine), C1(=CC=CC=C1)NCCC(=O)OCC (ethyl 3-(phenylamino)propanoate). Solvent: CN(C)C=O (DMF), CN(C)C=O (DMF). Reaction conditions: temperature 100 celsius, time 7 hour. Product: ClC1=NC(=NC(=C1C(=O)OCC)N(C1=CC=CC=C1)CCC(=O)OCC)SC (ethyl 4-chloro-6-((3-ethoxy-3-oxopropyl)(phenyl)amino)-2-(methylthio)pyrimidine-5-carboxylate). The yield is 80.9%. RXN SMILES: Cl[C:2]1[C:7]([C:8]([O:10][CH2:11][CH3:12])=[O:9])=[C:6]([Cl:13])[N:5]=[C:4]([S:14][CH3:15])[N:3]=1.C(N(C(C)C)CC)(C)C.[C:25]1([NH:31][CH2:32][CH2:33][C:34]([O:36][CH2:37][CH3:38])=[O:35])[CH:30]=[CH:29][CH:28]=[CH:27][CH:26]=1>CN(C=O)C>[Cl:13][C:6]1[C:7]([C:8]([O:10][CH2:11][CH3:12])=[O:9])=[C:2]([N:31]([CH2:32][CH2:33][C:34]([O:36][CH2:37][CH3:38])=[O:35])[C:25]2[CH:30]=[CH:29][CH:28]=[CH:27][CH:26]=2)[N:3]=[C:4]([S:14][CH3:15])[N:5]=1. Procedure details: To a solution of ethyl 4,6-dichloro-2-(methylthio)pyrimidine-5-carboxylate (47.0 g, 175.94 mmol) in DMF (470 mL) and diisopropylethylamine (100.43 mL, 582.7 mmol) was added ethyl 3-(phenylamino)propanoate (31.0 g, 160.4 mmol). The reaction mixture was heated to 100° C. and stirred for 7 h. Upon completion of the reaction (monitored by TLC), DMF was evaporated under reduced pressure and water (250 mL) was then added. The reaction mixture was extracted using EtOAc (200 mL×3). The combined organic ... Starting materials: CC(=O)c1ccc(S(=O)(=O)Cl)cc1, C1CCOC1, CCN(Cc1ccccn1)C(=O)CNc1cccc(N(C)C)c1, CCN(C(C)C)C(C)C. Yields the product CCN(Cc1ccccn1)C(=O)CN(c1cccc(N(C)C)c1)S(=O)(=O)c1ccc(C(C)=O)cc1. Reaction SMILES: [C:33]([CH3:34])(=[O:35])[c:36]1[cH:37][cH:38][c:39]([S:42](=[O:43])(=[O:44])[Cl:45])[cH:40][cH:41]1.[CH2:46]1[O:47][CH2:48][CH2:49][CH2:50]1.[CH3:1][N:2]([c:3]1[cH:4][c:5]([NH:9][CH2:10][C:11](=[O:12])[N:13]([CH2:14][c:15]2[n:16][cH:17][cH:18][cH:19][cH:20]2)[CH2:21][CH3:22])[cH:6][cH:7][cH:8]1)[CH3:23].[CH:24]([N:25]([CH2:26][CH3:27])[CH:28]([CH3:29])[CH3:30])([CH3:31])[CH3:32]>>[CH3:1][N:2]([c:3]1[cH:4][c:5]([N:9]([CH2:10][C:11](=[O:12])[N:13]([CH2:14][c:15]2[n:16][cH:17][cH:18][cH:19][cH:20]2)[CH2:21][CH3:22])[S:42]([c:39]2[cH:38][cH:37][c:36]([C:33]([CH3:34])=[O:35])[cH:41][cH:40]2)(=[O:43])=[O:44])[cH:6][cH:7][cH:8]1)[CH3:23].